From a dataset of the Open Reaction Database (ORD), a public repository of structured organic reaction records. describe an organic reaction: reactants, conditions, products, and yield Reactants: O=C(Cl)c1ccccc1, COc1ccc(F)cc1OC, Cl[Al](Cl)Cl, ClCCCl, Cl. Product: COc1cc(F)c(C(=O)c2ccccc2)cc1OC. As a reaction SMILES: [C:5]([c:6]1[cH:7][cH:8][cH:9][cH:10][cH:11]1)(=[O:12])[Cl:13].[CH3:14][O:15][c:16]1[c:17]([O:23][CH3:24])[cH:18][c:19]([F:22])[cH:20][cH:21]1.[Cl:1][Al:2]([Cl:3])[Cl:4].[Cl:26][CH2:27][CH2:28][Cl:29].[ClH:25]>>[C:5]([c:6]1[cH:7][cH:8][cH:9][cH:10][cH:11]1)(=[O:12])[c:20]1[c:19]([F:22])[cH:18][c:17]([O:23][CH3:24])[c:16]([O:15][CH3:14])[cH:21]1. The reactants are O=S(=O)(Nc1ccc2c(OCc3ccc(Br)cc3)cccc2c1)C(F)(F)F, CS(C)=O, OB(O)c1cc(Cl)cc(Cl)c1, O. Yields the product O=S(=O)(Nc1ccc2c(OCc3ccc(-c4cc(Cl)cc(Cl)c4)cc3)cccc2c1)C(F)(F)F. Reaction SMILES: [Br:1][c:2]1[cH:3][cH:4][c:5]([CH2:6][O:7][c:8]2[c:9]3[cH:10][cH:11][c:12]([NH:18][S:19](=[O:20])(=[O:21])[C:22]([F:23])([F:24])[F:25])[cH:13][c:14]3[cH:15][cH:16][cH:17]2)[cH:26][cH:27]1.[CH3:39][S:40]([CH3:41])=[O:42].[Cl:28][c:29]1[cH:30][c:31]([B:36]([OH:37])[OH:38])[cH:32][c:33]([Cl:35])[cH:34]1.[OH2:43]>>[c:2]1(-[c:31]2[cH:30][c:29]([Cl:28])[cH:34][c:33]([Cl:35])[cH:32]2)[cH:3][cH:4][c:5]([CH2:6][O:7][c:8]2[c:9]3[cH:10][cH:11][c:12]([NH:18][S:19](=[O:20])(=[O:21])[C:22]([F:23])([F:24])[F:25])[cH:13][c:14]3[cH:15][cH:16][cH:17]2)[cH:26][cH:27]1. Starting materials: CO, [C-]#[O+], c1cnc(cc1Cl)c1[nH]cnn1. Reagents/catalysts: c1ccc(cc1)-c2c3ccccc3cc4ccccc24 (9-Phenylanthracene), CCN(C(C)C)C(C)C (DIPEA), P(c1c(Oc2c(P(c3ccccc3)c3ccccc3)cccc2)cccc1)(c1ccccc1)c1ccccc1 (DPEPhos), C(O[Pd]OC(C)=O)(C)=O (Pd(OAc)2). The solvent is CO (MeOH). Reaction conditions: temperature 110 celsius, time 18 hour. Product: COC(=O)c1ccnc(c1)c2nnc[nH]2. Reaction SMILES: Cl[c:1]1[cH:6][c:5]([c:7]2[nH:11][cH:10][n:9][n:8]2)[n:4][cH:3][cH:2]1.[CH3:12][OH:13].[C-:14]#[O+:15]>>[CH3:12][O:13][C:14]([c:1]1[cH:6][c:5]([c:7]2[nH:11][cH:10][n:9][n:8]2)[n:4][cH:3][cH:2]1)=[O:15]. Starting materials: C1(=CC=CC=C1)O (phenol), C=C[C@H]1CC[C@H]2[C@@H]3CCC4=CC(C=C[C@]4(C)[C@H]3CC[C@]12C)=O (Pregna-1,4,20-trien-3-one), N1=CC=CC=C1 (pyridine), pyridinium bromide perbromide. Solvent: C(C)(=O)OCC (Ethyl acetate). Run at time 1 minute. The product is C[C@@]12C=CC[C@H]1[C@@H]1CCC3=CC(CCC3=C1CC2)=O (Estra-4,9,16-trien-3-one). Isolated yield 30.8%. Reaction SMILES: C=C[C@@H:3]1[C@:20]2([CH3:21])[C@H:6]([C@H:7]3[C@H:17]([CH2:18][CH2:19]2)[C@:15]2(C)[C:10](=[CH:11][C:12](=[O:22])[CH:13]=[CH:14]2)[CH2:9][CH2:8]3)[CH2:5][CH2:4]1.N1C=CC=CC=1.C1C=C[NH+]=CC=1.Br[Br-]Br.C1(O)C=CC=CC=1>C(OCC)(=O)C>[CH3:21][C@:20]12[CH2:19][CH2:18][C:17]3[C@@H:7]([CH2:8][CH2:9][C:10]4[C:15]=3[CH2:14][CH2:13][C:12](=[O:22])[CH:11]=4)[C@@H:6]1[CH2:5][CH:4]=[CH:3]2 |f:2.3|. Reported procedure: Estra-5(10,16-dien-3-one (3) (0.38 g, 1.5 mmole), in pyridine (5.0 ml, 62 mmol) was cooled in an ice-salt bath to -13 C. and pyridinium bromide perbromide (1.58 g, 4.94 mmole) was added in small portions so that T←4 C. After swirling 1 min. phenol (0.25 g, 2.7 mmole) was added and reaction continued 24 h at room temperature. Ethyl acetate (50 ml) was added and the reaction mixture was washed with 25 ml of 1N HCI, two 25 ml portions of saturated copper sulfate, 25 ml of 5% sodium hydroxide, and 2...